Task: describe an organic reaction: reactants, conditions, products, and yield. Dataset: the Open Reaction Database (ORD), a public repository of structured organic reaction records Reactants: C(#N)C=1C(=C(SC1N1CCOCC1)C(=O)O)C1=C(C=C(C=C1)Cl)Cl (4-cyano-3-(2,4-dichlorophenyl)-5-morpholin-4-ylthiophene-2-carboxylic acid), TEA, C1(=CC=CC=C1)P(=O)(C1=CC=CC=C1)N=[N+]=[N-] (diphenylphosphoryl azide). Run in C1CCOC1 (THF). Run at time 8 hour. The product is C(#N)C=1C(=C(SC1N1CCOCC1)C(=O)N=[N+]=[N-])C1=C(C=C(C=C1)Cl)Cl (4-cyano-3-(2,4-dichlorophenyl)-5-morpholin-4-ylthiophene-2-carbonyl azide). The yield is 78.7%. As a reaction SMILES: [C:1]([C:3]1[C:4]([C:17]2[CH:22]=[CH:21][C:20]([Cl:23])=[CH:19][C:18]=2[Cl:24])=[C:5]([C:14](O)=[O:15])[S:6][C:7]=1[N:8]1[CH2:13][CH2:12][O:11][CH2:10][CH2:9]1)#[N:2].C1(P([N:39]=[N+:40]=[N-:41])(C2C=CC=CC=2)=O)C=CC=CC=1>C1COCC1>[C:1]([C:3]1[C:4]([C:17]2[CH:22]=[CH:21][C:20]([Cl:23])=[CH:19][C:18]=2[Cl:24])=[C:5]([C:14]([N:39]=[N+:40]=[N-:41])=[O:15])[S:6][C:7]=1[N:8]1[CH2:13][CH2:12][O:11][CH2:10][CH2:9]1)#[N:2]. Procedure details: To a solution of 4-cyano-3-(2,4-dichlorophenyl)-5-morpholin-4-ylthiophene-2-carboxylic acid (0.38 g, 0.99 mmol) and TEA (0.414 mL, 2.97 mmol) in anhydrous THF (15 mL) was added diphenylphosphoryl azide (0.341 mL, 1.58 mmol) in one portion, under nitrogen. The reaction mixture was allowed to stir at rt overnight, and was concentrated. The residue was purified by column chromatography to give 4-cyano-3-(2,4-dichlorophenyl)-5-morpholin-4-ylthiophene-2-carbonyl azide (0.318 g, 79%). The reactants are BrC1=CC(=C(C=C1)NC1=C(C=2N(C=C1C(=O)NN)C=CN2)Cl)F (7-(4-Bromo-2-fluoro-phenylamino)-8-chloro-imidazo[1,2-a]pyridine-6-carboxylic acid hydrazide), Cl (HCl), C(=S)=S (Carbon disulfide), [OH-].[K+] (potassium hydroxide). Solvent: C(C)O (ethanol), O (water). Conditions: temperature 0 celsius, time 1 hour. Product: BrC1=CC(=C(C=C1)NC1=C(C=2N(C=C1C1=NN=C(O1)S)C=CN2)Cl)F (5-[7-(4-Bromo-2-fluorophenylamino)-8-chloroimidazo[1,2-a]pyridin-6-yl]-[1,3,4]oxadiazole-2-thiol). Yield: 29.7%. As a reaction SMILES: [Br:1][C:2]1[CH:7]=[CH:6][C:5]([NH:8][C:9]2[C:14]([C:15]([NH:17][NH2:18])=[O:16])=[CH:13][N:12]3[CH:19]=[CH:20][N:21]=[C:11]3[C:10]=2[Cl:22])=[C:4]([F:23])[CH:3]=1.[C:24](=S)=[S:25].[OH-].[K+].Cl>C(O)C.O>[Br:1][C:2]1[CH:7]=[CH:6][C:5]([NH:8][C:9]2[C:14]([C:15]3[O:16][C:24]([SH:25])=[N:18][N:17]=3)=[CH:13][N:12]3[CH:19]=[CH:20][N:21]=[C:11]3[C:10]=2[Cl:22])=[C:4]([F:23])[CH:3]=1 |f:2.3|. Procedure details: 7-(4-Bromo-2-fluoro-phenylamino)-8-chloro-imidazo[1,2-a]pyridine-6-carboxylic acid hydrazide (50 mg, 0.13 mmol) was suspended in ethanol (2.5 mL) and cooled to 0° C. Carbon disulfide (22 mg, 0.29 mmol) was added, followed by powdered potassium hydroxide (7 mg, 0.13 mmol). The reaction mixture was stirred under N2 for 1 hour at 0° C. and then for 30 minutes at room temperature. The reaction mixture was then brought to reflux and stirred under N2 for 5 days. The reaction mixture was diluted with w... Starting materials: filtrate, C(C)(=O)C1=C(C(=O)O)C=CC=N1 (2-acetylnicotinic acid), I.CSC(NC1=CC(=CC=C1)F)=N (S-methyl-3-fluorophenylisothiourea hydroiodide), NN (hydrazine). Run in CO (methanol), C(C)O (ethanol). Conditions: time 8 hour. Product: CC(=NNC(NC1=CC(=CC=C1)F)=N)C1=NC=CC=C1C(=O)O (2-[methyl(3-carboxy-2-pyridyl)methylene]-N-(3-fluorophenyl)hydrazinecarboximidamide), compound 16. Reaction SMILES: I.CS[C:4](=[NH:13])[NH:5][C:6]1[CH:11]=[CH:10][CH:9]=[C:8]([F:12])[CH:7]=1.[NH2:14][NH2:15].[C:16]([C:19]1[N:27]=[CH:26][CH:25]=[CH:24][C:20]=1[C:21]([OH:23])=[O:22])(=O)[CH3:17]>C(O)C.CO>[CH3:17][C:16]([C:19]1[C:20]([C:21]([OH:23])=[O:22])=[CH:24][CH:25]=[CH:26][N:27]=1)=[N:14][NH:15][C:4](=[NH:13])[NH:5][C:6]1[CH:11]=[CH:10][CH:9]=[C:8]([F:12])[CH:7]=1 |f:0.1|. Reported procedure: A mixture of the above isothiourea salt (8.5 g, 27.0 mmol) and hydrazine (1.4 g, 27.0 mmol) in 80 ml of ethanol is heated to reflux for 4 hr. The mixture is cooled and the solvent removed. The residue is diluted with 80 ml of water and filtered. A 20 ml aliquot of the resulting aqueous filtrate (2.0 g, 11.9 mmol) is mixed with 2-acetylnicotinic acid (2.0 g, 11.9 mmol) in 6 ml of methanol and stirred at RT overnight. A bright yellow solid is collected by filtration and dried to give 2-[methyl(3-c...